This data is from the Open Reaction Database (ORD), a public repository of structured organic reaction records. The task is: describe an organic reaction: reactants, conditions, products, and yield Starting materials: C(Cl)Cl (DCM), CN1CCC(CC1)NC1=CC(=CC(=C1)C(F)(F)F)N (N1-(1-methyl-4-piperidyl)-5-(trifluoromethyl)benzene-1,3-diamine), ClC(=O)OC1=CC=CC=C1 (phenyl chloroformate), N1=CC=CC=C1 (pyridine). The solvent is O (water), CCOC(=O)C (EtOAc), CO (MeOH), C1CCOC1 (THF). Conditions: temperature -30 celsius, time 3 hour. Product: CN1CCC(CC1)NC=1C=C(C=C(C1)C(F)(F)F)NC(OC1=CC=CC=C1)=O (phenyl N-[3-[(1-methyl-4-piperidyl)amino]-5-(trifluoromethyl)phenyl]carbamate). Isolated yield 103.0%. Reaction SMILES: [CH3:1][N:2]1[CH2:7][CH2:6][CH:5]([NH:8][C:9]2[CH:14]=[C:13]([C:15]([F:18])([F:17])[F:16])[CH:12]=[C:11]([NH2:19])[CH:10]=2)[CH2:4][CH2:3]1.N1C=CC=CC=1.Cl[C:27]([O:29][C:30]1[CH:35]=[CH:34][CH:33]=[CH:32][CH:31]=1)=[O:28].C(Cl)Cl>C1COCC1.O.CCOC(C)=O.CO>[CH3:1][N:2]1[CH2:7][CH2:6][CH:5]([NH:8][C:9]2[CH:10]=[C:11]([NH:19][C:27](=[O:28])[O:29][C:30]3[CH:35]=[CH:34][CH:33]=[CH:32][CH:31]=3)[CH:12]=[C:13]([C:15]([F:16])([F:17])[F:18])[CH:14]=2)[CH2:4][CH2:3]1. Reported procedure: Dissolve the compound obtained in Step 2 (2.9 g, 10.61 mmol) in THF (30 mL), cool to −30° C., then add pyridine (1.68 g, 21.22 mmol) and phenyl chloroformate (1.83 g, 11.67 mmol). Stir at room temperature for 3 hrs. TLC (DCM:MeOH=10:1) shows the reaction is complete. Pour the solution to a mixture of EtOAc and water, separate the organic layer, and wash with brine, dry over anhydrous Na2SO4. Concentrate under reduced pressure to give the crude product (4.3 g). MS: (M+1): 394.1. Reactants: C1CNCCN1, CC1=CC(=C(C=C1)NC2=C(N=NC3=C2C=CC(=C3)Br)C#N)F. The reagents and catalysts are CC(C)(C)[O-].[Na+], CC(C)C1=CC(=C(C(=C1)C(C)C)C2=CC=CC=C2P(C3CCCCC3)C4CCCCC4)C(C)C, C1=CC=C(C=C1)/C=C/C(=O)/C=C/C2=CC=CC=C2.C1=CC=C(C=C1)/C=C/C(=O)/C=C/C2=CC=CC=C2.C1=CC=C(C=C1)/C=C/C(=O)/C=C/C2=CC=CC=C2.[Pd].[Pd]. Solvent: CC(=O)N(C)C. Conditions: temperature 100 celsius. Yields the product CC1=CC(=C(C=C1)NC2=C(N=NC3=C2C=CC(=C3)N4CCNCC4)C#N)F. The yield is 50.7%. Procedure: A 1L flask was charged with 7-bromo-4-(2-fluoro-4-methylphenylamino)cinnoline-3-carbonitrile (3.93 g, 11.00 mmol), Piperazine (3.88 ml, 49.51 mmol), Tris(dibenzylideneacetone)dipalladium (0) (0.806 g, 0.88 mmol), 2-Dicyclohexylphosphino-2',4',6'-tri-iso-propyl-1,1'-biphenyl (0.787 g, 1.65 mmol) and Sodium tert-butoxide (3.37 ml, 27.51 mmol). The atmosphere was evacuated and replaced with N2(g) and DMA (157 ml) was added to the mixture. The reaction mixture was stirred at 100 °C for 1h. The react...